Dataset: the Open Reaction Database (ORD), a public repository of structured organic reaction records. Task: describe an organic reaction: reactants, conditions, products, and yield Reactants: ClC=1C=C(C=CC1Cl)C(CCCCOC)=O (3', 4'-dichloro-5-methoxyvalerophenone), Cl.Cl.NOCCN (2-aminooxyethylamine dihydrochloride), N1=CC=CC=C1 (pyridine). The solvent is C(C)O (ethanol). Product: Cl.NCCON=C(CCCCOC)C1=CC(=C(C=C1)Cl)Cl (3', 4'-dichloro-5-methoxyvalerophenone O-(2-aminoethyl) oxime hydrochloride). Reaction SMILES: [Cl:1][C:2]1[CH:3]=[C:4]([C:9](=O)[CH2:10][CH2:11][CH2:12][CH2:13][O:14][CH3:15])[CH:5]=[CH:6][C:7]=1[Cl:8].Cl.Cl.[NH2:19][O:20][CH2:21][CH2:22][NH2:23].N1C=CC=CC=1>C(O)C>[ClH:1].[NH2:23][CH2:22][CH2:21][O:20][N:19]=[C:9]([C:4]1[CH:5]=[CH:6][C:7]([Cl:8])=[C:2]([Cl:1])[CH:3]=1)[CH2:10][CH2:11][CH2:12][CH2:13][O:14][CH3:15] |f:1.2.3,6.7|. Reported procedure: A mixture of 14 mmol (3.65 g) of 3', 4'-dichloro-5-methoxyvalerophenone, 14 mmol (2.1 g) of 2-aminooxyethylamine dihydrochloride, 7 ml of pyridine and 14 ml of absolute ethanol was refluxed for 2 hours. The reaction mixture was then further processes as described in Example 4. After crystallization from a mixture of ether and petroleum ether (boiling point 40°-60° C) the above entitled compound was obtained with a melting point of 93°-94° C. Reactants: solution, C(C)(=O)NN (acetylhydrazine), solution, NC(CCC=1C=C(C=C(C1)C(F)(F)F)C=1N=C(SC1)CN1N=CC(=C1)C(=O)OCC)=S (ethyl 1-({4-[3-(3-amino-3-thioxopropyl)-5-(trifluoromethyl)phenyl]-1,3-thiazol-2-yl}methyl)-1H-pyrazole-4-carboxylate), IC (iodomethane), [OH-].[Na+] (sodium hydroxide). Solvent: C(C)O (ethanol), O (Water), CC(=O)C (acetone), C(C)O.O1CCCC1 (ethanol tetrahydrofuran). Run at time 8 hour. Product: CC=1NC(=NN1)CCC=1C=C(C=C(C1)C(F)(F)F)C=1N=C(SC1)CN1N=CC(=C1)C(=O)O (1-[(4-{3-[2-(5-methyl-4H-1,2,4-triazol-3-yl)ethyl]-5-(trifluoromethyl)phenyl}-1,3-thiazol-2-yl)methyl]-1H-pyrazole-4-carboxylic acid). Yield: 0.7%. Reaction SMILES: [NH2:1][C:2](=S)[CH2:3][CH2:4][C:5]1[CH:6]=[C:7]([C:15]2[N:16]=[C:17]([CH2:20][N:21]3[CH:25]=[C:24]([C:26]([O:28]CC)=[O:27])[CH:23]=[N:22]3)[S:18][CH:19]=2)[CH:8]=[C:9]([C:11]([F:14])([F:13])[F:12])[CH:10]=1.IC.[C:34]([NH:37][NH2:38])(=O)[CH3:35].[OH-].[Na+]>CC(C)=O.C(O)C.O.C(O)C.O1CCCC1>[CH3:35][C:34]1[NH:1][C:2]([CH2:3][CH2:4][C:5]2[CH:6]=[C:7]([C:15]3[N:16]=[C:17]([CH2:20][N:21]4[CH:25]=[C:24]([C:26]([OH:28])=[O:27])[CH:23]=[N:22]4)[S:18][CH:19]=3)[CH:8]=[C:9]([C:11]([F:12])([F:13])[F:14])[CH:10]=2)=[N:38][N:37]=1 |f:3.4,8.9|. Procedure details: To a solution (3 mL) of the compound (300 mg, 0.64 mmol) obtained in Example 96c in acetone was added iodomethane (0.20 mL, 3.2 mmol), and the mixture was stirred at room temperature overnight. The solvent was evaporated under reduced pressure, and to a solution (4 mL) of the residue in ethanol was added acetylhydrazine (240 mg, 3.2 mmol), and the mixture was stirred at 80° C. for 6 hr. The solvent was evaporated under reduced pressure, and a solution (6 mL) of the residue in xylene was stirred ... Starting materials: CC(C)C[Al+]CC(C)C, CCOC(=O)c1cn(S(=O)(=O)c2cccc(C)c2)c(-c2ccccc2)c1C, Cc1ccccc1, Cl, [H-], C1CCOC1. The product is Cc1cccc(S(=O)(=O)n2cc(C=O)c(C)c2-c2ccccc2)c1. Reaction SMILES: [CH2:29]([Al+:30][CH2:31][CH:32]([CH3:33])[CH3:34])[CH:35]([CH3:36])[CH3:37].[CH3:1][c:2]1[c:3]([C:23](=[O:24])[O:25][CH2:26][CH3:27])[cH:4][n:5]([S:13](=[O:14])(=[O:15])[c:16]2[cH:17][c:18]([CH3:22])[cH:19][cH:20][cH:21]2)[c:6]1-[c:7]1[cH:8][cH:9][cH:10][cH:11][cH:12]1.[CH3:44][c:45]1[cH:46][cH:47][cH:48][cH:49][cH:50]1.[ClH:38].[H-:28].[O:39]1[CH2:40][CH2:41][CH2:42][CH2:43]1>>[CH3:1][c:2]1[c:3]([CH:23]=[O:24])[cH:4][n:5]([S:13](=[O:14])(=[O:15])[c:16]2[cH:17][c:18]([CH3:22])[cH:19][cH:20][cH:21]2)[c:6]1-[c:7]1[cH:8][cH:9][cH:10][cH:11][cH:12]1. Reactants: C1(CC1)C1=CC=C(N=N1)O (6-cyclopropylpyridazin-3-ol), O=P(Cl)(Cl)Cl (POCl3). The product is ClC=1N=NC(=CC1)C1CC1 (3-chloro-6-cyclopropylpyridazine). The yield is 89.0%. As a reaction SMILES: [CH:1]1([C:4]2[N:9]=[N:8][C:7](O)=[CH:6][CH:5]=2)[CH2:3][CH2:2]1.O=P(Cl)(Cl)[Cl:13]>>[Cl:13][C:7]1[N:8]=[N:9][C:4]([CH:1]2[CH2:3][CH2:2]2)=[CH:5][CH:6]=1. Procedure: A mixture of 6-cyclopropylpyridazin-3-ol (182 mg, 1.3 mmol) in POCl3 (15 mL) was refluxed for 1 hour, and concentrated. The residue was treated with ethyl acetate (60 mL) and sat. NaHCO3 aqueous solution (10 mL) at 0° C. The organic layer was dried over Na2SO4 and concentrated to afford 3-chloro-6-cyclopropylpyridazine (185 mg, 89%). 1H NMR (400 MHz, CD3OD): δ1.11 (m, 2H), 1.20 (m, 2H), 2.25 (m, 1H), 7.52 (d, 1H), 7.67 (d, 1H). Reaction SMILES: [Br:3][c:4]1[cH:5][c:6]2[c:7]([CH:13]=[O:14])[cH:8][nH:9][c:10]2[cH:11][cH:12]1.[CH2:15]([CH3:16])[N:17]([C:18](=[O:19])[Cl:20])[CH2:21][CH3:22].[CH2:23]1[O:24][CH2:25][CH2:26][CH2:27]1.[H-:1].[Na+:2]>>[Br:3][c:4]1[cH:5][c:6]2[c:7]([CH:13]=[O:14])[cH:8][n:9]([C:18]([N:17]([CH2:15][CH3:16])[CH2:21][CH3:22])=[O:19])[c:10]2[cH:11][cH:12]1. Starting materials: O=Cc1c[nH]c2ccc(Br)cc12, CCN(CC)C(=O)Cl, C1CCOC1, [H-], [Na+]. Yields the product CCN(CC)C(=O)n1cc(C=O)c2cc(Br)ccc21. Starting materials: CNC(C1=C(C=CC=C1)C)=O (N-methyl-2-methylbenzamide), C(#N)C1=NC=CC(=C1)OC (2-cyano-4-methoxypyridine). Yields the product COC1=CC(=NC=C1)C=1NC(C2=CC=CC=C2C1)=O (3-(4-methoxypyridin-2-yl)isoquinolin-1-one). Yield: 29.9%. RXN SMILES: [CH3:1][NH:2][C:3](=[O:11])[C:4]1[CH:9]=[CH:8][CH:7]=[CH:6][C:5]=1[CH3:10].C([C:14]1[CH:19]=[C:18]([O:20][CH3:21])[CH:17]=[CH:16][N:15]=1)#N>>[CH3:21][O:20][C:18]1[CH:17]=[CH:16][N:15]=[C:14]([C:1]2[NH:2][C:3](=[O:11])[C:4]3[C:5]([CH:10]=2)=[CH:6][CH:7]=[CH:8][CH:9]=3)[CH:19]=1. Procedure: According to the method of Example 10-1, N-methyl-2-methylbenzamide (4.96 g) and 2-cyano-4-methoxypyridine (4.46 g) were reacted, to give 3-(4-methoxypyridin-2-yl)isoquinolin-1-one (2.51 g).